Dataset: the Open Reaction Database (ORD), a public repository of structured organic reaction records. Task: describe an organic reaction: reactants, conditions, products, and yield Starting materials: FC=1C=C(C(=O)NC2=CC=C(C3=CC=CC=C23)OC2=NC(=NC=C2)S(=O)(=O)C)C=C(C1)N1CCCCC1 (3-fluoro-N-[4-(2-methanesulfonyl-pyrimidin-4-yloxy)-naphthalen-1-yl]-5-piperidin-1-yl-benzamide), N1CCCC1 (pyrrolidine). The product is FC=1C=C(C(=O)NC2=CC=C(C3=CC=CC=C23)OC2=NC(=NC=C2)N2CCCC2)C=C(C1)N1CCCCC1 (3-Fluoro-5-piperidin-1-yl-N-{4-[(2-pyrrolidin-1-ylpyrimidin-4-yl)oxy]-1-naphthyl}benzamide). RXN SMILES: [F:1][C:2]1[CH:3]=[C:4]([CH:29]=[C:30]([N:32]2[CH2:37][CH2:36][CH2:35][CH2:34][CH2:33]2)[CH:31]=1)[C:5]([NH:7][C:8]1[C:17]2[C:12](=[CH:13][CH:14]=[CH:15][CH:16]=2)[C:11]([O:18][C:19]2[CH:24]=[CH:23][N:22]=[C:21](S(C)(=O)=O)[N:20]=2)=[CH:10][CH:9]=1)=[O:6].[NH:38]1[CH2:42][CH2:41][CH2:40][CH2:39]1>>[F:1][C:2]1[CH:3]=[C:4]([CH:29]=[C:30]([N:32]2[CH2:37][CH2:36][CH2:35][CH2:34][CH2:33]2)[CH:31]=1)[C:5]([NH:7][C:8]1[C:17]2[C:12](=[CH:13][CH:14]=[CH:15][CH:16]=2)[C:11]([O:18][C:19]2[CH:24]=[CH:23][N:22]=[C:21]([N:38]3[CH2:42][CH2:41][CH2:40][CH2:39]3)[N:20]=2)=[CH:10][CH:9]=1)=[O:6]. Procedure details: Compound is prepared from 3-fluoro-N-[4-(2-methanesulfonyl-pyrimidin-4-yloxy)-naphthalen-1-yl]-5-piperidin-1-yl-benzamide and pyrrolidine according to conditions described in general procedure C. Mp: 111-113° C.; 1H NMR (400 MHz, DMSO-d6) δ 1.58 (s, 6 H), 1.81 (bs, 4 H), 3.03-3.40 (m, 8 H), 6.15 (d, J=5.5, 1 H), 6.95 (d, 1 H), 7.15 (d, 1 H), 7.40 (d, J=8.4 Hz,1 H), 7.46 (s, 1 H), 7.50-7.60 (m, 3 H), 7.82-7.86 (m, 1 H), 7.97-7.99 (m, 1 H), 8.21-8.23 (m, 1 H), 10.43 (s, 1 H). Starting materials: COC1=CC=2C3=CC(=C(C=C3C3=CC(=C(C=C3C2C=C1OC)OC)OC)OC)OC (2,3,6,7,10,11-hexamethoxytriphenylene), glass three, B(Br)(Br)Br (Boron tribromide). The solvent is C1=CC=CC=C1 (benzene). Run at temperature 82 celsius. Product: OC1=CC=2C3=CC(=C(C=C3C3=CC(=C(C=C3C2C=C1O)O)O)O)O (2,3,6,7,10,11-Hexahydroxytriphenylene). Reaction SMILES: C[O:2][C:3]1[C:20]([O:21]C)=[CH:19][C:18]2[C:17]3[C:12](=[CH:13][C:14]([O:25]C)=[C:15]([O:23]C)[CH:16]=3)[C:11]3[C:6](=[CH:7][C:8]([O:29]C)=[C:9]([O:27]C)[CH:10]=3)[C:5]=2[CH:4]=1.B(Br)(Br)Br>C1C=CC=CC=1>[OH:2][C:3]1[C:20]([OH:21])=[CH:19][C:18]2[C:17]3[C:12](=[CH:13][C:14]([OH:25])=[C:15]([OH:23])[CH:16]=3)[C:11]3[C:6](=[CH:7][C:8]([OH:29])=[C:9]([OH:27])[CH:10]=3)[C:5]=2[CH:4]=1. Reported procedure: A portion (1.702 grams, 0.025 methoxy equivalent) of 2,3,6,7,10,11-hexamethoxytriphenylene from A above and benzene (250 milliliters) were added to a glass three necked round bottom reactor and stirred under a nitrogen atmosphere as a slurry. Boron tribromide (10.792 grams, 0.0431 mole) was added to the slurry, then heating commences until a reflux temperature of 82° C. was achieved. After 160 minutes at the 82° C. reflux, the nitrogen blanket was removed from the reactor and a distillation head...